From a dataset of the Open Reaction Database (ORD), a public repository of structured organic reaction records. describe an organic reaction: reactants, conditions, products, and yield Starting materials: FC1=CC=C(C=C1)C (4-fluorotoluene), C1CC(=O)N(C1=O)Br (NBS). Reagents/catalysts: C(C1=CC=CC=C1)(=O)OOC(C1=CC=CC=C1)=O (benzoyl peroxide). Run in C(Cl)(Cl)(Cl)Cl (carbon tetrachloride). Product: FC1=CC=C(CBr)C=C1 (4-fluorobenzyl bromide). The yield is 101.1%. RXN SMILES: [F:1][C:2]1[CH:7]=[CH:6][C:5]([CH3:8])=[CH:4][CH:3]=1.C1C(=O)N([Br:16])C(=O)C1>C(OOC(=O)C1C=CC=CC=1)(=O)C1C=CC=CC=1.C(Cl)(Cl)(Cl)Cl>[F:1][C:2]1[CH:7]=[CH:6][C:5]([CH2:8][Br:16])=[CH:4][CH:3]=1. Reported procedure: A 300-ml flask was charged with 16.6 g of 4-fluorotoluene, 30.0 g of NBS, 0.5 g of benzoyl peroxide and 150 ml of carbon tetrachloride, and the mixture was refluxed for 2.0 hours. The reaction mixture was cooled to room temperature, and the formed precipitate was removed by filtration and the residual CCl4 solution was washed with dilute alkali and then with water, dried over Na2SO4, and evaporated under reduced pressure to give 28.8 g of crude 4-fluorobenzyl bromide.